From a dataset of the Open Reaction Database (ORD), a public repository of structured organic reaction records. describe an organic reaction: reactants, conditions, products, and yield Reactants: ClC=1C=CC(=C(C1)[C@@]1(C(N(C2=CC(=CC=C12)C(F)(F)F)CO)=O)F)OC ((S)-3-(5-chloro-2-methoxy-phenyl)-3-fluoro-1-hydroxymethyl-6-trifluoromethyl-1,3-dihydro-indol-2-one), C(Cl)Cl (CH2Cl2), resultant mixture. Reaction conditions: time 30 minute. The product is EtOAc Hexanes, ClC=1C=CC(=C(C1)[C@@]1(C(N(C2=CC(=CC=C12)C(F)(F)F)CCl)=O)F)OC ((S)-3-(5-Chloro-2-methoxy-phenyl)-1-chloromethyl-3-fluoro-6-trifluoromethyl-1,3-dihydro-indol-2-one). As a reaction SMILES: [Cl:1][C:2]1[CH:3]=[CH:4][C:5]([O:25][CH3:26])=[C:6]([C@@:8]2([F:24])[C:16]3[C:11](=[CH:12][C:13]([C:17]([F:20])([F:19])[F:18])=[CH:14][CH:15]=3)[N:10]([CH2:21]O)[C:9]2=[O:23])[CH:7]=1.C(Cl)[Cl:28]>>[Cl:1][C:2]1[CH:3]=[CH:4][C:5]([O:25][CH3:26])=[C:6]([C@@:8]2([F:24])[C:16]3[C:11](=[CH:12][C:13]([C:17]([F:19])([F:20])[F:18])=[CH:14][CH:15]=3)[N:10]([CH2:21][Cl:28])[C:9]2=[O:23])[CH:7]=1. Reported procedure: To a solution of (S)-3-(5-chloro-2-methoxy-phenyl)-3-fluoro-1-hydroxymethyl-6-trifluoromethyl-1,3-dihydro-indol-2-one ((S)-IV) (64.5 g, 0.166 mol) in CH2Cl2 (700 mL) was added PCI3 (2.0 M in CH2Cl2, 255.0 mL, 0.510 mol) dropwise at 0° C. under N2 over a period of 50 minutes. The resultant mixture was warmed to room temperature and the stirring continued overnight (16 h). The mixture was quenched with ice at 0° C. and the resultant mixture was stirred vigorously for 30 minutes. The organic layer ... Starting materials: C(C)(C)(C)C=1C=C2C(C(=O)OC2=O)=CC1 (4-tert-butylphthalic anhydride), C(C(C)C)N (isobutylamine), C1(=CC=C(C=C1)S(=O)(=O)O)C (para-toluenesulfonic acid). The solvent is C1(=CC=CC=C1)C (toluene). Reaction conditions: temperature 75 celsius. Yields the product C(C)(C)(C)C=1C=C2C(C(=O)N(C2=O)CC(C)C)=CC1 (4-tert-butyl-N-isobutylphthalimide). RXN SMILES: [C:1]([C:5]1[CH:6]=[C:7]2[C:12](=[O:13])[O:11][C:9](=O)[C:8]2=[CH:14][CH:15]=1)([CH3:4])([CH3:3])[CH3:2].[CH2:16]([NH2:20])[CH:17]([CH3:19])[CH3:18].C1(C)C=CC(S(O)(=O)=O)=CC=1>C1(C)C=CC=CC=1>[C:1]([C:5]1[CH:6]=[C:7]2[C:12](=[O:13])[N:20]([CH2:16][CH:17]([CH3:19])[CH3:18])[C:9](=[O:11])[C:8]2=[CH:14][CH:15]=1)([CH3:2])([CH3:3])[CH3:4]. Reported procedure: 4-tert-Butyl-N-isobutylphthalimide is prepared as described in Example 2, starting with 10 g of 4-tert-butylphthalic anhydride and 4.9 cm3 of isobutylamine in 100 cm3 of toluene. The reaction mixture is heated at a temperature in the region of 75° C. for 10 minutes, followed by addition of a catalytic amount of para-toluenesulfonic acid and the mixture is heated at a temperature in the region of 140° C. for 3 hours. After cooling to a temperature in the region of 60° C., the reaction mixture is ...